This data is from the Open Reaction Database (ORD), a public repository of structured organic reaction records. The task is: describe an organic reaction: reactants, conditions, products, and yield Reactants: solid, Cl.O1COC2=C1C=CC=C2C2CCN(CC2)CC[C@@H]2CC[C@H](CC2)N (Trans-4-[2-(4-Benzo[1,3]dioxol-4-yl-piperidin-1-yl)-ethyl]-cyclohexylamine hydrochloride), Cl.O1COC2=C1C=CC=C2C2CCN(CC2)CC[C@@H]2CC[C@H](CC2)N (Trans-4-[2-(4-Benzo[1,3]dioxol-4-yl-piperidin-1-yl)-ethyl]-cyclohexylamine hydrochloride), C(C(C)C)(=O)O (isobutyric acid). Yields the product O1COC2=C1C=CC=C2C2CCN(CC2)CC[C@@H]2CC[C@H](CC2)NC(C(C)C)=O (Trans-N-{4-[2-(4-Benzo[1,3]dioxol-4-yl-piperidin-1-yl)-ethyl]-cyclohexyl}-isobutyramide). RXN SMILES: Cl.[O:2]1[C:6]2[CH:7]=[CH:8][CH:9]=[C:10]([CH:11]3[CH2:16][CH2:15][N:14]([CH2:17][CH2:18][C@H:19]4[CH2:24][CH2:23][C@H:22]([NH2:25])[CH2:21][CH2:20]4)[CH2:13][CH2:12]3)[C:5]=2[O:4][CH2:3]1.[C:26](O)(=[O:30])[CH:27]([CH3:29])[CH3:28]>>[O:2]1[C:6]2[CH:7]=[CH:8][CH:9]=[C:10]([CH:11]3[CH2:16][CH2:15][N:14]([CH2:17][CH2:18][C@H:19]4[CH2:20][CH2:21][C@H:22]([NH:25][C:26](=[O:30])[CH:27]([CH3:29])[CH3:28])[CH2:23][CH2:24]4)[CH2:13][CH2:12]3)[C:5]=2[O:4][CH2:3]1 |f:0.1|. Procedure details: The title compound, light yellow solid (13.9 mg, 49.6%), MS (ISP) m/z=401.5[(M+H)+], was prepared in accordance with the general method of example 1 from Trans-4-[2-(4-Benzo[1,3]dioxol-4-yl-piperidin-1-yl)-ethyl]-cyclohexylamine hydrochloride (intermediate A) (25.7 mg, 0.07 mmol) and isobutyric acid. The reactants are N,N'-carbonyl-diimidazole, N1=C(C=CC2=CC=CC=C12)C(=O)O (quinoline-2-carboxylic acid), ClC1=C(C(=CC=C1)Cl)NC=1NCCN1 (2-(2',6'-dichlorophenylamino)-2-imidazoline). The solvent is O1CCCC1 (tetrahydrofuran), O1CCCC1 (tetrahydrofuran). Run at time 45 minute. The product is N1=C(C=CC2=CC=CC=C12)C(=O)N1C(=NCC1)NC1=C(C=CC=C1Cl)Cl (1-(quinolin-2-oyl)-2-(2',6'-dichlorophenylamino)-2-imidazoline). Yield: 51.9%. Reaction SMILES: [N:1]1[C:10]2[C:5](=[CH:6][CH:7]=[CH:8][CH:9]=2)[CH:4]=[CH:3][C:2]=1[C:11]([OH:13])=O.[Cl:14][C:15]1[CH:20]=[CH:19][CH:18]=[C:17]([Cl:21])[C:16]=1[NH:22][C:23]1[NH:24][CH2:25][CH2:26][N:27]=1>O1CCCC1>[N:1]1[C:10]2[C:5](=[CH:6][CH:7]=[CH:8][CH:9]=2)[CH:4]=[CH:3][C:2]=1[C:11]([N:27]1[CH2:26][CH2:25][N:24]=[C:23]1[NH:22][C:16]1[C:17]([Cl:21])=[CH:18][CH:19]=[CH:20][C:15]=1[Cl:14])=[O:13]. Procedure: 2.85 g (16.5 millimoles) of quinoline-2-carboxylic acid are dissolved in 200 ml of absolute tetrahydrofuran, 2.7 g (16.5 millimoles) of N,N'-carbonyl-diimidazole are added and the mixture is stirred for 45 minutes at room temperature. A solution of 3.75 g (16.5 millimoles) of 2-(2',6'-dichlorophenylamino)-2-imidazoline in 75 ml of absolute tetrahydrofuran is then added dropwise and the batch is stirred overnight. Thereafter, the reaction solution is freed from solvent on a rotary evaporator and ... Reactants: CNC(=O)C=1C=C(C=CC1)NC=1N=C(NC(C1C(=O)N)=O)S(=O)C (4-{[3-(methylcarbamoyl)phenyl]amino}-2-(methylsulfinyl)-6-oxo-1,6-dihydropyrimidine-5-carboxamide), NCC1(CCCCC1)N (1-(aminomethyl)cyclohexaneamine), CN1CCCC1=O (NMP). Run in C(C)(=O)OCC (ethyl acetate). Run at temperature 80 celsius, time 30 minute. The product is NC1(CCCCC1)CNC=1NC(C(=C(N1)NC1=CC(=CC=C1)C(NC)=O)C(=O)N)=O (2-{[(1-aminocyclohexyl)methyl]amino}-4-{[3-(methylcarbamoyl)phenyl]amino}-6-oxo-1,6-dihydropyrimidine-5-carboxamide). Yield: 77.6%. Reaction SMILES: [CH3:1][NH:2][C:3]([C:5]1[CH:6]=[C:7]([NH:11][C:12]2[N:13]=[C:14](S(C)=O)[NH:15][C:16](=[O:21])[C:17]=2[C:18]([NH2:20])=[O:19])[CH:8]=[CH:9][CH:10]=1)=[O:4].[NH2:25][CH2:26][C:27]1([NH2:33])[CH2:32][CH2:31][CH2:30][CH2:29][CH2:28]1.CN1C(=O)CCC1>C(OCC)(=O)C>[NH2:33][C:27]1([CH2:26][NH:25][C:14]2[NH:15][C:16](=[O:21])[C:17]([C:18]([NH2:20])=[O:19])=[C:12]([NH:11][C:7]3[CH:8]=[CH:9][CH:10]=[C:5]([C:3](=[O:4])[NH:2][CH3:1])[CH:6]=3)[N:13]=2)[CH2:32][CH2:31][CH2:30][CH2:29][CH2:28]1. Procedure: A mixture of 4-{[3-(methylcarbamoyl)phenyl]amino}-2-(methylsulfinyl)-6-oxo-1,6-dihydropyrimidine-5-carboxamide (Preparation Example 311) (234 mg), 1-(aminomethyl)cyclohexaneamine (172 mg) and NMP (2 mL) was stirred at 80° C. for 30 minutes. After cooling, the reaction liquid was diluted with ethyl acetate, and the precipitated solid was collected by filtration. This solid was heated with ethanol-water and washed to give 2-{[(1-aminocyclohexyl)methyl]amino}-4-{[3-(methylcarbamoyl)phenyl]amino}-6-... Starting materials: C1CCOC1, Cl, [Li+], [OH-], CCOC(=O)c1cnc(Cl)nc1Nc1ccc(-n2cncn2)cc1. Product: O=C(O)c1cnc(Cl)nc1Nc1ccc(-n2cncn2)cc1. Reaction SMILES: [CH2:28]1[O:29][CH2:30][CH2:31][CH2:32]1.[ClH:27].[Li+:26].[OH-:25].[n:1]1(-[c:6]2[cH:7][cH:8][c:9]([NH:12][c:13]3[n:14][c:15]([Cl:24])[n:16][cH:17][c:18]3[C:19](=[O:20])[O:21][CH2:22][CH3:23])[cH:10][cH:11]2)[n:2][cH:3][n:4][cH:5]1>>[n:1]1(-[c:6]2[cH:7][cH:8][c:9]([NH:12][c:13]3[n:14][c:15]([Cl:24])[n:16][cH:17][c:18]3[C:19](=[O:20])[OH:21])[cH:10][cH:11]2)[n:2][cH:3][n:4][cH:5]1. The reactants are [Cr](=O)(=O)([O-])Cl.[NH+]1=CC=CC=C1 (pyridinium chlorochromate), O1[C@H](CO)[C@]1(CCC[C@@H](CCC[C@@H](CCCC(C)C)C)C)C ((2R,3R,7R,11R)-2,3-epoxy-3,7,11,15-tetramethylhexadecanol), CCOCC (ether). The solvent is C(Cl)Cl (methylene chloride), C(Cl)Cl (methylene chloride). Reaction conditions: time 8 hour. The product is O1[C@@H](C=O)[C@]1(CCC[C@@H](CCC[C@@H](CCCC(C)C)C)C)C ((2R,3R,7R,11R)-2,3-epoxy-3,7,11,15-tetramethylhexadecanal). Yield: 86.3%. RXN SMILES: [O:1]1[C@:5]([CH3:22])([CH2:6][CH2:7][CH2:8][C@H:9]([CH3:21])[CH2:10][CH2:11][CH2:12][C@H:13]([CH3:20])[CH2:14][CH2:15][CH2:16][CH:17]([CH3:19])[CH3:18])[C@H:2]1[CH2:3][OH:4].[Cr](Cl)([O-])(=O)=O.[NH+]1C=CC=CC=1.CCOCC>C(Cl)Cl>[O:1]1[C@:5]([CH3:22])([CH2:6][CH2:7][CH2:8][C@H:9]([CH3:21])[CH2:10][CH2:11][CH2:12][C@H:13]([CH3:20])[CH2:14][CH2:15][CH2:16][CH:17]([CH3:18])[CH3:19])[C@@H:2]1[CH:3]=[O:4] |f:1.2|. Reported procedure: 1.70 g (5.45 mmol) of (2R,3R,7R,11R)-2,3-epoxy-3,7,11,15-tetramethylhexadecanol in 5 ml of methylene chloride was added dropwise while stirring at room temperature to a suspension of 1.6 g (5.45 mmol) of pyridinium chlorochromate in 50 ml of methylene chloride and the mixture was stirred at room temperature overnight. Celite was then added and the mixture was stirred with 100 ml of ether for 1 hour, subsequently filtered and rinsed with ether. The crude product was chromatographed on silica gel ... Starting materials: FC(C=1C=C(OC2=CC=C(C(=O)OC)C=C2)C=CC1)(F)F (Methyl 4-(3-trifluoromethyl-phenoxy)-benzoate), [Li+].[OH-] (LiOH), C(CC(O)(C(=O)O)CC(=O)O)(=O)O (citric acid). Solvent: C1CCOC1.CO.O (THF MeOH H2O). Reaction conditions: time 4 hour. Yields the product FC(C=1C=C(OC2=CC=C(C(=O)O)C=C2)C=CC1)(F)F (4-(3-Trifluoromethyl-phenoxy)-benzoic acid). Reaction SMILES: [F:1][C:2]([F:21])([F:20])[C:3]1[CH:4]=[C:5]([CH:17]=[CH:18][CH:19]=1)[O:6][C:7]1[CH:16]=[CH:15][C:10]([C:11]([O:13]C)=[O:12])=[CH:9][CH:8]=1.[Li+].[OH-].C(O)(=O)CC(CC(O)=O)(C(O)=O)O>C1COCC1.CO.O>[F:1][C:2]([F:20])([F:21])[C:3]1[CH:4]=[C:5]([CH:17]=[CH:18][CH:19]=1)[O:6][C:7]1[CH:16]=[CH:15][C:10]([C:11]([OH:13])=[O:12])=[CH:9][CH:8]=1 |f:1.2,4.5.6|. Procedure: A mixture of compound 29c (577 mg, 1.95 mmol) and LiOH (187 mg, 7.80 mmol) in THF/MeOH/H2O (4/4/4 mL) was stirred for 4 h. A 15% citric acid solution (20 mL) was added, and the mixture was then extracted with EtOAc (3×). The combined extracts were washed with brine, dried over Na2SO4, filtered, and concentrated under reduced pressure. The residue, compound 29d, was dried under reduced pressure for 18 h and was used without purification. Yields the product Cl.OC(CNC(CC1=CC=C(C=C1)OC)(C)C)COC1=C(C=CC=C1)C(C)C (N-[2-hydroxy-3-(2-iso-propylphenoxy)propyl]-1,1-dimethyl-2-(4-methoxyphenyl)ethylamine Hydrochloride). RXN SMILES: Cl.[OH:2][CH:3]([CH2:18][O:19][C:20]1[C:29]2[C:24](=[CH:25][CH:26]=[CH:27][CH:28]=2)[CH:23]=C[CH:21]=1)[CH2:4][NH:5][C:6]([CH3:17])([CH3:16])[CH2:7][C:8]1[CH:13]=[CH:12][C:11]([O:14][CH3:15])=[CH:10][CH:9]=1.Cl.OC(COC1C=CC([Cl:55])=CC=1)CNC(C)(C)CC1C=CC(OC)=CC=1.Cl.OC(COC1C=CC=CC=1C)CNC(C)(C)CC1C=CC(OC)=CC=1.Cl.OC(COC1C=CC(C(C)(C)C)=CC=1)CNC(C)(C)CC1C=CC(OC)=CC=1>>[ClH:55].[OH:2][CH:3]([CH2:18][O:19][C:20]1[CH:21]=[CH:26][CH:27]=[CH:28][C:29]=1[CH:24]([CH3:25])[CH3:23])[CH2:4][NH:5][C:6]([CH3:16])([CH3:17])[CH2:7][C:8]1[CH:9]=[CH:10][C:11]([O:14][CH3:15])=[CH:12][CH:13]=1 |f:0.1,2.3,4.5,6.7,8.9|. Procedure: GC/EI-MS, m/z (rel. int.) 356 (M-15,1), 251 (19), 250 (100), 163 (5), 122 (5), 121 (53), 114 (8), 104 (6),103 (6), 91 (24), 77 (14). The reactants are Cl.OC(CNC(CC1=CC=C(C=C1)OC)(C)C)COC1=CC=CC2=CC=CC=C12 (N-[2-Hydroxy-3-(1-naphthoxy)propyl]-1,1-dimethyl-2-(4-methoxyphenyl) ethylamine Hydrochloride), ( 53 ), Cl.OC(CNC(CC1=CC=C(C=C1)OC)(C)C)COC1=CC=C(C=C1)Cl (N-[2-Hydroxy-3-(4-chlorophenoxy)propyl]-1,1-dimethyl-2-(4-methoxypheny)ethylamine Hydrochloride), ( 24 ), ( 14 ), Cl.OC(CNC(CC1=CC=C(C=C1)OC)(C)C)COC1=CC=C(C=C1)C(C)(C)C (N-[2-Hydroxy-3-(4-t-butylphenoxy)propyl]-1,1-dimethyl-2-(4-methoxyphenyl)ethylamine Hydrochloride), ( 100 ), Cl.OC(CNC(CC1=CC=C(C=C1)OC)(C)C)COC1=CC=C(C=C1)Cl (N-[2-Hydroxy-3-(4-chlorophenoxy)propyl]-1,1-dimethyl-2-(4-methoxypheny)ethylamine Hydrochloride), Cl.OC(CNC(CC1=CC=C(C=C1)OC)(C)C)COC1=C(C=CC=C1)C (N-[2-Hydroxy-3-(2-methylphenoxy)propyl]-1,1-dimethyl-2-(4-methoxyphenyl)ethylamine Hydrochloride).